From a dataset of the Open Reaction Database (ORD), a public repository of structured organic reaction records. describe an organic reaction: reactants, conditions, products, and yield Reactants: O=C([O-])[O-], COCCOC, COC(=O)c1ccc(Br)s1, [Na+], [Na+], O, OB(O)c1ccccc1. The product is COC(=O)c1ccc(-c2ccccc2)s1. Reaction SMILES: [C:1](=[O:2])([O-:3])[O-:4].[CH3:26][O:27][CH2:28][CH2:29][O:30][CH3:31].[CH3:7][O:8][C:9](=[O:10])[c:11]1[s:12][c:13]([Br:16])[cH:14][cH:15]1.[Na+:5].[Na+:6].[OH2:32].[OH:17][B:18]([OH:19])[c:20]1[cH:21][cH:22][cH:23][cH:24][cH:25]1>>[CH3:7][O:8][C:9](=[O:10])[c:11]1[s:12][c:13](-[c:20]2[cH:21][cH:22][cH:23][cH:24][cH:25]2)[cH:14][cH:15]1. Reactants: C(=O)(O)[O-].[Na+] (NaHCO3), FC1=CC2=C(C(=NO2)C2CCN(CC2)CCN2C(C3=CC=CC=C3C2O)=O)C=C1 (2-[2-[4-(6-fluoro-1,2-benzisoxazol-3-yl)-1-piperidinyl]ethyl]-2,3-dihydro-3-hydroxy-1H-isoindol-1-one), FC(C(=O)O)(F)F (trifluoroacetic acid), C(C)[SiH](CC)CC (Triethylsilane). Solvent: ClCCl (dichloromethane). Reaction conditions: time 18 hour. Product: FC1=CC2=C(C(=NO2)C2CCN(CC2)CCN2C(C3=CC=CC=C3C2)=O)C=C1 (2,3-dihydro-2-[2-[4-(6-Fluoro-1,2-benzisoxazol-3-yl)-1-piperidinyl]ethyl]-1 H-isoindol-1-one). Yield: 75.3%. Reaction SMILES: [F:1][C:2]1[CH:29]=[CH:28][C:5]2[C:6]([CH:9]3[CH2:14][CH2:13][N:12]([CH2:15][CH2:16][N:17]4[CH:25](O)[C:24]5[C:19](=[CH:20][CH:21]=[CH:22][CH:23]=5)[C:18]4=[O:27])[CH2:11][CH2:10]3)=[N:7][O:8][C:4]=2[CH:3]=1.FC(F)(F)C(O)=O.C([SiH](CC)CC)C.C([O-])(O)=O.[Na+]>ClCCl>[F:1][C:2]1[CH:29]=[CH:28][C:5]2[C:6]([CH:9]3[CH2:14][CH2:13][N:12]([CH2:15][CH2:16][N:17]4[CH2:25][C:24]5[C:19](=[CH:20][CH:21]=[CH:22][CH:23]=5)[C:18]4=[O:27])[CH2:11][CH2:10]3)=[N:7][O:8][C:4]=2[CH:3]=1 |f:3.4|. Procedure: To 2-[2-[4-(6-fluoro-1,2-benzisoxazol-3-yl)-1-piperidinyl]ethyl]-2,3-dihydro-3-hydroxy-1H-isoindol-1-one (2.2 g, 5.6 mmol) was added a solution of trifluoroacetic acid (11.0 ml) in dichloromethane (30 ml) at room temperature, under nitrogen. Triethylsilane (1.5 ml) was then added and the reaction mixture was allowed to stir for 18 hours at which time it was poured into a NaHCO3 (sat.). The layers were separated and the aqueous phase was extracted with DCM (3×). The combined organics were washed ...